This data is from the Open Reaction Database (ORD), a public repository of structured organic reaction records. The task is: describe an organic reaction: reactants, conditions, products, and yield Reactants: C(=O)(OC(C)(C)C)N1CCN(CC1)S(=O)(=O)C1=CC2=CC=C(C=C2C=C1)Cl (1-Boc-4-(6-chloro-naphthalen-2-ylsulfonyl)piperazine), Cl (HCl). Run in O1CCOCC1 (dioxane), O1CCOCC1 (dioxane). Reaction conditions: time 8 hour. Product: ClC=1C=C2C=CC(=CC2=CC1)S(=O)(=O)N1CCNCC1 (1-(6-Chloronaphthalen-2-ylsulfonyl)piperazine). RXN SMILES: C([N:8]1[CH2:13][CH2:12][N:11]([S:14]([C:17]2[CH:26]=[CH:25][C:24]3[C:19](=[CH:20][CH:21]=[C:22]([Cl:27])[CH:23]=3)[CH:18]=2)(=[O:16])=[O:15])[CH2:10][CH2:9]1)(OC(C)(C)C)=O.Cl>O1CCOCC1>[Cl:27][C:22]1[CH:23]=[C:24]2[C:19](=[CH:20][CH:21]=1)[CH:18]=[C:17]([S:14]([N:11]1[CH2:10][CH2:9][NH:8][CH2:13][CH2:12]1)(=[O:15])=[O:16])[CH:26]=[CH:25]2. Reported procedure: To a stirring suspension of 1-Boc-4-(6-chloro-naphthalen-2-ylsulfonyl)piperazine (2.8g, 6.8 mmol) in dioxane (50 mL) was added 4 M HCl in dioxane (5 mL, 40 mmol). After stirring overnight at room temperature, the solvent was evaporated in vacuo, and the residue was dissolved in water. The aqueous phase was and made basic with 5 N NaOH and extracted twice with ethyl acetate. The combined extracts were washed with water and brine, then dried over sodium sulfate and evaporated to 2.1 g (100%) solid... Reactants: Cl.OC1=CC=C(C(=C1C(=O)N)C)CC=1N=CNC1 (6-hydroxy-3-[(1H-imidazol-4-yl)methyl]-2-methylbenzamide hydrochloride), OC1=CC=C(C(=C1C(=O)OCC)C)CC=1N=CNC1 (ethyl 6-hydroxy-3-[(1H-imidazol-4-yl)methyl]-2-methylbenzoate), N (ammonia). Run in liquid. Product: OC1=CC=C(C(=C1C(=O)N)C)CC=1N=CNC1 (6-hydroxy-3-[(1H-imidazol-4-yl)methyl]-2-methylbenzamide). Yield: 61.0%. RXN SMILES: Cl.[OH:2][C:3]1[C:8]([C:9]([NH2:11])=[O:10])=[C:7]([CH3:12])[C:6]([CH2:13][C:14]2[N:15]=[CH:16][NH:17][CH:18]=2)=[CH:5][CH:4]=1.OC1C(C(OCC)=O)=C(C)C(CC2N=CNC=2)=CC=1.N>>[OH:2][C:3]1[C:8]([C:9]([NH2:11])=[O:10])=[C:7]([CH3:12])[C:6]([CH2:13][C:14]2[N:15]=[CH:16][NH:17][CH:18]=2)=[CH:5][CH:4]=1 |f:0.1|. Reported procedure: 6-hydroxy-3-[(1H-imidazol-4-yl)methyl]-2-methylbenzamide hydrochloride. A solution of 6.1 g (23.4 mmoles) of ethyl 6-hydroxy-3-[(1H-imidazol-4-yl)methyl]-2-methylbenzoate (prepared in Example 1.C.4.) in 400 ml of liquid ammonia, is heated in an autoclave at 60° C. for 72 hours. The mixture is then evaporated under reduced pressure and the residue is purified by chromatography on silica gel (eluent: 80:20:0.5 v/v/v ethyl acetate-ethanol-ammonia). 3.3 g of 6-hydroxy-3-[(1H-imidazol-4-yl)methyl]-2-... Reactants: [H-].[Na+] (sodium hydride), C(CCCCCCC)O (octan-1-ol), BrCC1=CC=C(C=C2C(C3(CCC2C3(C)C)C)=O)C=C1 (3-(p-bromomethylbenzylidene)-camphor), [H][H] (hydrogen). Product: C(CCCCCCC)OCC1=CC=C(C=C2C(C3(CCC2C3(C)C)C)=O)C=C1 (3-(4-octyloxymethylbenzylidene)-camphor). Reaction SMILES: [H-].[Na+].[CH2:3]([OH:11])[CH2:4][CH2:5][CH2:6][CH2:7][CH2:8][CH2:9][CH3:10].[H][H].Br[CH2:15][C:16]1[CH:33]=[CH:32][C:19]([CH:20]=[C:21]2[CH:26]3[C:27]([CH3:29])([CH3:28])[C:23]([CH3:30])([CH2:24][CH2:25]3)[C:22]2=[O:31])=[CH:18][CH:17]=1>C1(C)C=CC=CC=1.O>[CH2:3]([O:11][CH2:15][C:16]1[CH:17]=[CH:18][C:19]([CH:20]=[C:21]2[CH:26]3[C:27]([CH3:28])([CH3:29])[C:23]([CH3:30])([CH2:24][CH2:25]3)[C:22]2=[O:31])=[CH:32][CH:33]=1)[CH2:4][CH2:5][CH2:6][CH2:7][CH2:8][CH2:9][CH3:10] |f:0.1|. Solvent: C1(=CC=CC=C1)C (toluene), O (water). Procedure details: A suspension of 2.1 g (50 millimols) of sodium hydride (in oil) is added in small amounts to 6.5 g (50 millimols) of octan-1-ol in 100 ml of toluene, whilst stirring. When the evolution of hydrogen has ended, 16.6 g (50 millimols) of 3-(p-bromomethylbenzylidene)-camphor are added in portions, and the mixture is then heated under reflux for 3 hours. After adding water, the toluene phase is decanted, dried and concentrated to dryness. The residual syrup is distilled under reduced pressure. 8.8 g o... Starting materials: O=C1CCC(=O)N1Br, O=C(OOC(=O)c1ccccc1)c1ccccc1, CCOC(=O)C1=Cc2cc(Cl)c(C)cc2OC1C(F)(F)F, c1ccccc1. The product is CCOC(=O)C1=Cc2cc(Cl)c(CBr)cc2OC1C(F)(F)F. As a reaction SMILES: [Br:22][N:23]1[C:24](=[O:25])[CH2:26][CH2:27][C:28]1=[O:29].[C:30]([O:31][O:32][C:33](=[O:34])[c:35]1[cH:36][cH:37][cH:38][cH:39][cH:40]1)(=[O:41])[c:42]1[cH:43][cH:44][cH:45][cH:46][cH:47]1.[Cl:1][c:2]1[cH:3][c:4]2[c:9]([cH:10][c:11]1[CH3:12])[O:8][CH:7]([C:13]([F:14])([F:15])[F:16])[C:6]([C:17](=[O:18])[O:19][CH2:20][CH3:21])=[CH:5]2.[cH:48]1[cH:49][cH:50][cH:51][cH:52][cH:53]1>>[Cl:1][c:2]1[cH:3][c:4]2[c:9]([cH:10][c:11]1[CH2:12][Br:22])[O:8][CH:7]([C:13]([F:14])([F:15])[F:16])[C:6]([C:17](=[O:18])[O:19][CH2:20][CH3:21])=[CH:5]2. Reactants: O=C(n1ccnc1)n1ccnc1, CN(C)C=O, NS(=O)(=O)C1CC1, CC1(C)Cc2cc(C(=O)O)ccc2NC1c1cc(F)cc(F)c1, [H-], [Na+]. Product: CC1(C)Cc2cc(C(=O)NS(=O)(=O)C3CC3)ccc2NC1c1cc(F)cc(F)c1. RXN SMILES: [C:33]([n:34]1[cH:35][cH:36][n:37][cH:38]1)([n:39]1[cH:40][cH:41][n:42][cH:43]1)=[O:44].[CH3:45][N:46]([CH3:47])[CH:48]=[O:49].[CH:1]1([S:4](=[O:5])(=[O:6])[NH2:7])[CH2:2][CH2:3]1.[F:10][c:11]1[cH:12][c:13]([CH:18]2[NH:19][c:20]3[cH:21][cH:22][c:23]([C:30](=[O:31])[OH:32])[cH:24][c:25]3[CH2:26][C:27]2([CH3:28])[CH3:29])[cH:14][c:15]([F:17])[cH:16]1.[H-:8].[Na+:9]>>[CH:1]1([S:4](=[O:5])(=[O:6])[NH:7][C:30]([c:23]2[cH:22][cH:21][c:20]3[c:25]([cH:24]2)[CH2:26][C:27]([CH3:28])([CH3:29])[CH:18]([c:13]2[cH:12][c:11]([F:10])[cH:16][c:15]([F:17])[cH:14]2)[NH:19]3)=[O:31])[CH2:2][CH2:3]1. Starting materials: C(C)OC(C(OCC)OCC)=O (Diethoxy-acetic acid ethyl ester), [H-].[Na+] (sodium hydride), O1CCCC1 (tetrahydrofurane), C(C)OC(CC(CCC)=O)=O (3-oxo-hexanoic-acid ethyl ester), C(CCC)[Li] (Butyllithium), Cl (Hydrochloric acid). Conditions: temperature 0 celsius, time 15 minute. The product is C(C)OC(C1=C(C(=CC(O1)=O)O)CC)OCC (6-(diethoxymethyl)-5-ethyl-4-hydroxy-2H-pyran-2-one). Yield: 53.0%. As a reaction SMILES: [H-].[Na+].[CH2:3]([O:5][C:6](=[O:13])[CH2:7][C:8](=[O:12])[CH2:9][CH2:10][CH3:11])[CH3:4].C([Li])CCC.[CH2:19]([O:21]C(=O)C(OCC)OCC)[CH3:20].Cl.[O:32]1CC[CH2:34][CH2:33]1>>[CH2:19]([O:21][CH:4]([O:32][CH2:33][CH3:34])[C:3]1[O:5][C:6](=[O:13])[CH:7]=[C:8]([OH:12])[C:9]=1[CH2:10][CH3:11])[CH3:20] |f:0.1|. Procedure details: A solution of sodium hydride (60% dispersion in mineral oil) in tetrahydrofurane (500 ml) was cooled at 0° C. under nitrogen. 3-oxo-hexanoic-acid ethyl ester (25 g; 158 mmol) was added dropwise and the mixture was stirred at 0° C. for 15 minutes. Butyllithium 1.6 M (99 ml; 158 mmol) was added dropwise and the mixture was stirred at 0° C. for 1 hour. Diethoxy-acetic acid ethyl ester (27.8 g; 0.178 mol) was added drop wise and the mixture was stirred at 0° C. for 1 hour. Hydrochloric acid 12 N (50...